Task: describe an organic reaction: reactants, conditions, products, and yield. Dataset: the Open Reaction Database (ORD), a public repository of structured organic reaction records Starting materials: CC(=O)O, CCOC(C)=O, COC(=O)COc1ncncc1Oc1cc(-n2c(=O)cc(C(F)(F)F)n(C)c2=O)c(F)cc1[N+](=O)[O-], [Fe], O. The product is COC(=O)COc1ncncc1Oc1cc(-n2c(=O)cc(C(F)(F)F)n(C)c2=O)c(F)cc1N. As a reaction SMILES: [CH3:38][C:39](=[O:40])[OH:41].[CH3:42][CH2:43][O:44][C:45](=[O:46])[CH3:47].[F:2][c:3]1[cH:4][c:5]([N+:35]([O-:36])=[O:37])[c:6]([O:7][c:8]2[c:9]([O:14][CH2:15][C:16](=[O:17])[O:18][CH3:19])[n:10][cH:11][n:12][cH:13]2)[cH:20][c:21]1-[n:22]1[c:23](=[O:34])[n:24]([CH3:33])[c:25]([C:29]([F:30])([F:31])[F:32])[cH:26][c:27]1=[O:28].[Fe:48].[OH2:1]>>[F:2][c:3]1[cH:4][c:5]([NH2:35])[c:6]([O:7][c:8]2[c:9]([O:14][CH2:15][C:16](=[O:17])[O:18][CH3:19])[n:10][cH:11][n:12][cH:13]2)[cH:20][c:21]1-[n:22]1[c:23](=[O:34])[n:24]([CH3:33])[c:25]([C:29]([F:30])([F:31])[F:32])[cH:26][c:27]1=[O:28]. Reactants: C(C)(C)(C)OC(=O)N1CCC2=C(N(N=C2CC1)C1CC1)OS(=O)(=O)C(F)(F)F (2-cyclopropyl-3-trifluoromethanesulfonyloxy-4,5,7,8-tetrahydro-2H-1,2,6-triaza-azulene-6-carboxylic acid tert-butyl ester), CC1=CC=C(C=C1)B(O)O (4-methylphenylboronic acid). Product: C1(CC1)N1N=C2CCNCCC2=C1C1=CC=C(C=C1)C (2-Cyclopropyl-3-p-tolyl-2,4,5,6,7,8-hexahydro-1,2,6-triaza-azulene). The yield is 105.8%. RXN SMILES: C(OC([N:8]1[CH2:17][CH2:16][C:15]2[C:11](=[C:12](OS(C(F)(F)F)(=O)=O)[N:13]([CH:18]3[CH2:20][CH2:19]3)[N:14]=2)[CH2:10][CH2:9]1)=O)(C)(C)C.[CH3:29][C:30]1[CH:35]=[CH:34][C:33](B(O)O)=[CH:32][CH:31]=1>>[CH:18]1([N:13]2[C:12]([C:33]3[CH:34]=[CH:35][C:30]([CH3:29])=[CH:31][CH:32]=3)=[C:11]3[C:15]([CH2:16][CH2:17][NH:8][CH2:9][CH2:10]3)=[N:14]2)[CH2:19][CH2:20]1. Procedure: The title compound (133 mg) was prepared according to Example 281 using 200 mg of 2-cyclopropyl-3-trifluoromethanesulfonyloxy-4,5,7,8-tetrahydro-2H-1,2,6-triaza-azulene-6-carboxylic acid tert-butyl ester (Example 281, Step C) and 90 mg of 4-methylphenylboronic acid. MS (ESI): exact mass calculated for C17H21N3, 267.17. found, m/z 268.5 [M+H]+. 1H NMR (500 MHz, CD3OD): 7.42-7.34 (m, 4H), 4.68-4.65 (m, 2H), 3.80-3.30 (m, 6H), 2.97 (br s, 2H), 2.44 (s, 3H), 0.94-0.91 (m, 4H). Reaction SMILES: [CH2:1]([O:8][C:9](=[O:31])[CH2:10][N:11]1[C:17]2[CH:18]=[CH:19][CH:20]=[CH:21][C:16]=2[NH:15][CH2:14][C@H:13]([NH:22][C:23](OC(C)(C)C)=[O:24])[C:12]1=[O:30])[C:2]1[CH:7]=[CH:6][CH:5]=[CH:4][CH:3]=1.CN([CH:35]=[O:36])C.[C:37](Cl)(=O)[C:38](Cl)=O>C(Cl)Cl>[CH2:1]([O:8][C:9](=[O:31])[CH2:10][N:11]1[C:17]2[CH:18]=[CH:19][CH:20]=[CH:21][C:16]=2[N:15]([CH:35]=[O:36])[CH2:14][C@H:13]([NH:22][C:23]([C:1]2[C:37]3[C:38](=[CH:21][CH:16]=[CH:17][CH:18]=3)[CH:4]=[CH:3][CH:2]=2)=[O:24])[C:12]1=[O:30])[C:2]1[CH:7]=[CH:6][CH:5]=[CH:4][CH:3]=1. Solvent: C(Cl)Cl (CH2Cl2). Product: C(C1=CC=CC=C1)OC(CN1C([C@H](CN(C2=C1C=CC=C2)C=O)NC(=O)C2=CC=CC1=CC=CC=C21)=O)=O ((3S)-2-Oxo-3-(1-naphthoyl)amino-5-formyl-2,3,4,5-tetrahydro-1H-1,5-benzodiazepine-1-acetic acid benzyl ester). Reactants: C(C1=CC=CC=C1)OC(CN1C([C@H](CNC2=C1C=CC=C2)NC(=O)OC(C)(C)C)=O)=O ((3S)-2-Oxo-3-tert-butoxycarbonylamino-2,3,4,5-tetrahydro-1H-1,5-benzodiazepine-1-acetic acid benzyl ester), CN(C)C=O (DMF), C(C(=O)Cl)(=O)Cl (oxalyl chloride), 602n, C(C1=CC=CC=C1)OC(CN1C([C@H](CNC2=C1C=CC=C2)NC(=O)OC(C)(C)C)=O)=O ((3S)-2-Oxo-3-tert-butoxycarbonylamino-2,3,4,5-tetrahydro-1H-1,5-benzodiazepine-1-acetic acid benzyl ester). Procedure details: was synthesized from 600b by methods similar to those used to make 602n from 600b, using the reagent obtained from reacting DMF with 3 equiv. of oxalyl chloride in a CH2Cl2 solution as R3X, to afford 404 mg of 652. Reactants: [OH-].[K+] (potassium hydroxide), C(C)(C)(C)C1=C(C=CC(=C1)C(C)(C)C)O[C@@H](C(=O)OC)C (Methyl (2R)-2-(2,4-Di-t-butylphenyloxy)propanate), Cl (hydrochloric acid). The solvent is O (water), O1CCCC1 (tetrahydrofuran). Conditions: time 8 hour. Yields the product C(C)(C)(C)C1=C(C=CC(=C1)C(C)(C)C)O[C@@H](C(=O)O)C ((2R)-2-(2,4-Di-t-butylphenyloxy)propanoic Acid). The yield is 95.2%. As a reaction SMILES: [OH-].[K+].[C:3]([C:7]1[CH:12]=[C:11]([C:13]([CH3:16])([CH3:15])[CH3:14])[CH:10]=[CH:9][C:8]=1[O:17][C@H:18]([CH3:23])[C:19]([O:21]C)=[O:20])([CH3:6])([CH3:5])[CH3:4].Cl>O.O1CCCC1>[C:3]([C:7]1[CH:12]=[C:11]([C:13]([CH3:14])([CH3:15])[CH3:16])[CH:10]=[CH:9][C:8]=1[O:17][C@H:18]([CH3:23])[C:19]([OH:21])=[O:20])([CH3:4])([CH3:5])[CH3:6] |f:0.1|. Reported procedure: To a solution of 5.98 mg (11 mmol) of potassium hydroxide in water (75 mL) and tetrahydrofuran (75 mL) was added 3.34 mg (10 mmol) of methyl (2R)-2-(2,4-di-t-butylphenyloxy)propanate (17). The reaction mixture was allowed to stir overnight at room temperature. The reaction mixture was acidified to pH 2 with concentrated hydrochloric acid and the resulting solution was extracted with diethyl ether (3×200 mL). The combined extracts were washed with an aqueous saturated sodium chloride solution (1×... Starting materials: C(C1=CC=CC=C1)(=O)OCC(COC1=C(C=C(C=C1)N1N=CC(=C1)C(=O)OCC)C#N)(C)C (ethyl 1-(4-(3-benzoyloxy-2,2-di methylpropoxy)-3-cyanophenyl)pyrazole-4-carboxylate), [OH-].[Na+] (sodium hydroxide), O (water), Cl (hydrochloric acid). Run in C(C)O (ethanol). Run at temperature 50 celsius. Yields the product C(#N)C=1C=C(C=CC1OCC(CO)(C)C)N1N=CC(=C1)C(=O)O (1-(3-cyano-4-(2,2-dimethyl 3-hydroxypropoxy)phenyl)pyrazole-4-carboxylic acid). Isolated yield 14.7%. Reaction SMILES: C([O:9][CH2:10][C:11]([CH3:33])([CH3:32])[CH2:12][O:13][C:14]1[CH:19]=[CH:18][C:17]([N:20]2[CH:24]=[C:23]([C:25]([O:27]CC)=[O:26])[CH:22]=[N:21]2)=[CH:16][C:15]=1[C:30]#[N:31])(=O)C1C=CC=CC=1.[OH-].[Na+].O.Cl>C(O)C>[C:30]([C:15]1[CH:16]=[C:17]([N:20]2[CH:24]=[C:23]([C:25]([OH:27])=[O:26])[CH:22]=[N:21]2)[CH:18]=[CH:19][C:14]=1[O:13][CH2:12][C:11]([CH3:33])([CH3:32])[CH2:10][OH:9])#[N:31] |f:1.2|. Reported procedure: To a solution (20 ml) of ethyl 1-(4-(3-benzoyloxy-2,2-di methylpropoxy)-3-cyanophenyl) pyrazole-4-carboxylate (2.89 g) obtained in Example 37 in ethanol was added 1 N aqueous sodium hydroxide solution (14.2 ml) with stirring, and the mixture was heated at 50° C. for 3 hours. After the completion of the reaction, the reaction mixture was poured into water and neutralized with 1 N hydrochloric acid (15 ml). The precipitated crystals were recrystallized from ethyl acetate to give 0.3 g of 1-(3-cyan...